This data is from the Open Reaction Database (ORD), a public repository of structured organic reaction records. The task is: describe an organic reaction: reactants, conditions, products, and yield Starting materials: CCOC(=O)CCBr, CC(C)Oc1ccc(-c2nc(-c3ccc4[nH]ccc4c3)no2)cc1Cl, [K+], [K+], O=C([O-])[O-], CN(C)C=O. The product is CCOC(=O)CCn1ccc2cc(-c3noc(-c4ccc(OC(C)C)c(Cl)c4)n3)ccc21. As a reaction SMILES: [Br:32][CH2:33][CH2:34][C:35](=[O:36])[O:37][CH2:38][CH3:39].[Cl:1][c:2]1[cH:3][c:4](-[c:12]2[n:13][c:14](-[c:17]3[cH:18][c:19]4[cH:20][cH:21][nH:22][c:23]4[cH:24][cH:25]3)[n:15][o:16]2)[cH:5][cH:6][c:7]1[O:8][CH:9]([CH3:10])[CH3:11].[K+:26].[K+:27].[O-:28][C:29]([O-:30])=[O:31].[O:40]=[CH:41][N:42]([CH3:43])[CH3:44]>>[Cl:1][c:2]1[cH:3][c:4](-[c:12]2[n:13][c:14](-[c:17]3[cH:18][c:19]4[cH:20][cH:21][n:22]([CH2:33][CH2:34][C:35](=[O:36])[O:37][CH2:38][CH3:39])[c:23]4[cH:24][cH:25]3)[n:15][o:16]2)[cH:5][cH:6][c:7]1[O:8][CH:9]([CH3:10])[CH3:11]. Reactants: CSc1c2c(nn1Cc1ccc(-c3cccc(F)n3)cc1)N1C(=NC3CCCC31)N(C)C2=O, CO, CC#N. Yields the product CN1C(=O)c2c(nn(Cc3ccc(-c4cccc(F)n4)cc3)c2S(C)=O)N2C1=NC1CCCC12. RXN SMILES: [CH3:1][N:2]1[C:3]2=[N:30][CH:29]3[CH:28]([N:4]2[c:5]2[c:6]([c:9]([S:26][CH3:27])[n:10]([CH2:12][c:13]4[cH:14][cH:15][c:16](-[c:19]5[n:20][c:21]([F:25])[cH:22][cH:23][cH:24]5)[cH:17][cH:18]4)[n:11]2)[C:7]1=[O:8])[CH2:33][CH2:32][CH2:31]3.[CH3:34][OH:35].[CH3:36][C:37]#[N:38]>>[CH3:1][N:2]1[C:3]2=[N:30][CH:29]3[CH:28]([N:4]2[c:5]2[c:6]([c:9]([S:26]([CH3:27])=[O:35])[n:10]([CH2:12][c:13]4[cH:14][cH:15][c:16](-[c:19]5[n:20][c:21]([F:25])[cH:22][cH:23][cH:24]5)[cH:17][cH:18]4)[n:11]2)[C:7]1=[O:8])[CH2:33][CH2:32][CH2:31]3. Yields the product C=C(Cc1ccccc1)C(=O)OCC. Starting materials: CCOC(=O)C(Cc1ccccc1)C(C)=O, CC(C)NC(C)C, C1CCOC1. RXN SMILES: [CH2:8]([CH3:9])[O:10][C:11]([CH:12]([C:13]([CH3:14])=[O:15])[CH2:16][c:17]1[cH:18][cH:19][cH:20][cH:21][cH:22]1)=[O:23].[CH:1]([NH:2][CH:3]([CH3:4])[CH3:5])([CH3:6])[CH3:7].[O:24]1[CH2:25][CH2:26][CH2:27][CH2:28]1>>[CH2:8]([CH3:9])[O:10][C:11]([C:12](=[CH2:13])[CH2:16][c:17]1[cH:18][cH:19][cH:20][cH:21][cH:22]1)=[O:23]. Starting materials: CN1C(C(CC1)=C)=O (1-methyl-3-methylene-2-pyrrolidinone), C=C1C(NCCC1)=O (3-methylene-2-piperidone). Product: C=C(C(=O)O)CCNC (2-methylene-4-methylaminobutanoic acid). RXN SMILES: [CH3:1][N:2]1[CH2:6][CH2:5][C:4](=[CH2:7])[C:3]1=[O:8].C=C1CCCNC1=[O:16]>>[CH2:7]=[C:4]([CH2:5][CH2:6][NH:2][CH3:1])[C:3]([OH:8])=[O:16]. Procedure details: By substituting 1-methyl-3-methylene-2-pyrrolidinone [J. Org. Chem., 39, 893 (1974)] for the 3-methylene-2-piperidone in the procedure of Example 9, 2-methylene-4-methylaminobutanoic acid hydrochloric is obtained. Reaction SMILES: [CH3:28][C:29]([c:30]1[cH:31][c:32]([C:33]([N:34]2[CH2:35][CH2:36][N:37]([c:38]3[cH:39][cH:40][c:41]([N+:42]([O-:43])=[O:44])[cH:45][cH:46]3)[CH2:47][CH2:48]2)=[O:49])[cH:50][c:51]([C:52]([CH3:53])([CH3:54])[CH3:55])[c:56]1[OH:57])([CH3:58])[CH3:59].[OH:1][c:2]1[c:3]([CH3:27])[c:4]([CH3:26])[c:5]2[c:6]([c:24]1[CH3:25])[CH2:7][CH2:8][C:9]([C:11](=[O:12])[NH:13][c:14]1[cH:15][cH:16][c:17]([N+:20]([O-:21])=[O:22])[cH:18][cH:19]1)([CH3:23])[O:10]2>>[OH:1][c:2]1[c:3]([CH3:27])[c:4]([CH3:26])[c:5]2[c:6]([c:24]1[CH3:25])[CH2:7][CH2:8][C:9]([C:11](=[O:12])[NH:13][c:14]1[cH:15][cH:16][c:17]([NH2:20])[cH:18][cH:19]1)([CH3:23])[O:10]2. Starting materials: CC(C)(C)c1cc(C(=O)N2CCN(c3ccc([N+](=O)[O-])cc3)CC2)cc(C(C)(C)C)c1O, Cc1c(C)c2c(c(C)c1O)CCC(C)(C(=O)Nc1ccc([N+](=O)[O-])cc1)O2. Yields the product Cc1c(C)c2c(c(C)c1O)CCC(C)(C(=O)Nc1ccc(N)cc1)O2. Starting materials: CCCCNC(=O)C=C1CCCc2sc(C(=O)O)cc21, CO, CCOC(C)=O, O, O=S(=O)(O)O. The product is CCCCNC(=O)C=C1CCCc2sc(C(=O)OC)cc21. As a reaction SMILES: [CH2:1]([CH2:2][CH2:3][CH3:4])[NH:5][C:6](=[O:7])[CH:8]=[C:9]1[CH2:10][CH2:11][CH2:12][c:13]2[s:14][c:15]([C:18](=[O:19])[OH:20])[cH:16][c:17]21.[CH3:26][OH:27].[CH3:28][CH2:29][O:30][C:31]([CH3:32])=[O:33].[OH2:34].[S:21](=[O:22])(=[O:23])([OH:24])[OH:25]>>[CH2:1]([CH2:2][CH2:3][CH3:4])[NH:5][C:6](=[O:7])[CH:8]=[C:9]1[CH2:10][CH2:11][CH2:12][c:13]2[s:14][c:15]([C:18](=[O:19])[O:20][CH3:28])[cH:16][c:17]21. Reactants: COC(=O)C1CCc2nc(C(C)(C)OC)ccc2C1, CO, [Na+], [OH-]. Yields the product COC(C)(C)c1ccc2c(n1)CCC(C(=O)O)C2. Reaction SMILES: [CH3:1][O:2][C:3]([CH3:4])([CH3:5])[c:6]1[n:7][c:8]2[c:13]([cH:14][cH:15]1)[CH2:12][CH:11]([C:16](=[O:17])[O:18][CH3:19])[CH2:10][CH2:9]2.[CH3:22][OH:23].[Na+:21].[OH-:20]>>[CH3:1][O:2][C:3]([CH3:4])([CH3:5])[c:6]1[n:7][c:8]2[c:13]([cH:14][cH:15]1)[CH2:12][CH:11]([C:16](=[O:17])[OH:18])[CH2:10][CH2:9]2. Starting materials: NC=1C(=CC(=NC1)OCCN1CCCCC1)N[C@H]1CC[C@H](CC1)C(=O)NC(C)C (cis-4-(5-amino-2-(2-(piperidin-1-yl)ethoxy)pyridin-4-ylamino)-N-isopropylcyclohexanecarbox-amide), C(CCl)Cl (EDC), CCN(C(C)C)C(C)C (DIPEA), NC(=S)N (thiourea), C(C)(=O)N=C=S (Acetyl isothiocyanate). Solvent: O1CCOCC1 (dioxane), CO (MeOH). Run at time 5 minute. The product is [NH4+].[OH-] (NH4OH), C(C)(=O)NC=1N(C2=C(C=NC(=C2)OCCN2CCCCC2)N1)[C@H]1CC[C@H](CC1)C(=O)NC(C)C (cis-4-(2-acetamido-6-(2-(piperidin-1-yl)ethoxy)-1H-imidazo[4,5-c]pyridin-1-yl)-N-isopropylcyclohexanecarboxamide). Isolated yield 182.2%. RXN SMILES: [C:1]([N:4]=[C:5]=S)(=[O:3])[CH3:2].[NH2:7][C:8]1[C:9]([NH:23][C@@H:24]2[CH2:29][CH2:28][C@H:27]([C:30]([NH:32][CH:33]([CH3:35])[CH3:34])=[O:31])[CH2:26][CH2:25]2)=[CH:10][C:11]([O:14][CH2:15][CH2:16][N:17]2[CH2:22][CH2:21][CH2:20][CH2:19][CH2:18]2)=[N:12][CH:13]=1.NC(N)=S.C(Cl)CCl.CCN(C(C)C)C(C)C>O1CCOCC1.CO>[NH4+:4].[OH-:3].[C:1]([NH:4][C:5]1[N:23]([C@@H:24]2[CH2:25][CH2:26][C@H:27]([C:30]([NH:32][CH:33]([CH3:35])[CH3:34])=[O:31])[CH2:28][CH2:29]2)[C:9]2[CH:10]=[C:11]([O:14][CH2:15][CH2:16][N:17]3[CH2:22][CH2:21][CH2:20][CH2:19][CH2:18]3)[N:12]=[CH:13][C:8]=2[N:7]=1)(=[O:3])[CH3:2] |f:7.8|. Reported procedure: Acetyl isothiocyanate (1.755 mL, 19.97 mmol) was added to a heated (100° C. oil bath) solution of cis-4-(5-amino-2-(2-(piperidin-1-yl)ethoxy)pyridin-4-ylamino)-N-isopropylcyclohexanecarbox-amide (8.06 g, 19.97 mmol) in dioxane (100 mL). After 5 minutes, complete conversion to the thiourea intermediate was observed. The reaction was cooled to RT, and EDC (11.49 g, 59.9 mmol) and DIPEA (12.56 mL, 71.9 mmol) were added. Heating was resumed at 60° C. for 2.5 hours. The reaction mixture was pre-absor... Reactants: C(=O)(OC(C)(C)C)N1CC(C1)C(C)O (N-BOC-Azetidin-3-ylethanol), C1=CC=C(C=C1)P(C2=CC=CC=C2)C3=CC=CC=C3 (PPh3), N1C=NC=C1 (imidazole), II (iodine). Solvent: CC#N (CH3CN). Reaction conditions: time 5 hour. Product: EtOAc hexanes, C(=O)(OC(C)(C)C)N1CC(C1)CCI (N-BOC-Azetidin-3-ylethyl iodide). Isolated yield 83.7%. Reaction SMILES: [C:1]([N:8]1[CH2:11][CH:10]([CH:12](O)[CH3:13])[CH2:9]1)([O:3][C:4]([CH3:7])([CH3:6])[CH3:5])=[O:2].C1C=CC(P(C2C=CC=CC=2)C2C=CC=CC=2)=CC=1.N1C=CN=C1.[I:39]I>CC#N>[C:1]([N:8]1[CH2:11][CH:10]([CH2:12][CH2:13][I:39])[CH2:9]1)([O:3][C:4]([CH3:7])([CH3:6])[CH3:5])=[O:2]. Procedure details: A stirred solution of 33-5 (0.78 g, 3.8 mmol), PPh3 (1.1 g, 4.3 mmol), imidazole (0.40 g, 5.8 mmol), and CH3CN (20 mL) at 0° C. was treated with iodine (1.0 g, 4.3 mmol). After 15 min the cooling bath was removed and stirring continued for 5 h. The reaction mixture was then diluted with H2O and extracted with hexanes (5×25 mL then 4×50 mL). The combined extracts were dried (MgSO4) and concentrated. Flash chromatography (silica, 20% EtOAc/hexanes) gave 33-6 (0.99 g) as a colorless oil. Rf 0.44 (s... The reactants are ClC=1C=C2C(CCOC2=CC1OC1=CC=C(C=C1)C(NC=1N=NC(=CC1)Cl)=O)C(=O)OCC (ethyl 6-chloro-7-(4-(6-chloropyridazin-3-ylcarbamoyl)phenoxy)chroman-4-carboxylate), ClC1=C(C=CC(=C1)C(F)(F)F)B(O)O (2-chloro-4-(trifluoromethyl)phenylboronic acid), C([O-])([O-])=O.[Na+].[Na+] (sodium carbonate). The reagents and catalysts are C=1C=CC(=CC1)[P](C=2C=CC=CC2)(C=3C=CC=CC3)[Pd]([P](C=4C=CC=CC4)(C=5C=CC=CC5)C=6C=CC=CC6)([P](C=7C=CC=CC7)(C=8C=CC=CC8)C=9C=CC=CC9)[P](C=1C=CC=CC1)(C=1C=CC=CC1)C=1C=CC=CC1 (tetrakis(triphenylphosphine)palladium). Solvent: C1(=CC=CC=C1)C (toluene). Conditions: temperature 110 celsius. Yields the product ClC=1C=C2C(CCOC2=CC1OC1=CC=C(C=C1)C(NC=1N=NC(=CC1)C1=C(C=C(C=C1)C(F)(F)F)Cl)=O)C(=O)OCC (ethyl 6-chloro-7-(4-(6-(2-chloro-4-(trifluoromethyl)phenyl)pyridazin-3-ylcarbamoyl)phenoxy)chroman-4-carboxylate). The yield is 20.1%. Reaction SMILES: [Cl:1][C:2]1[CH:3]=[C:4]2[C:9](=[CH:10][C:11]=1[O:12][C:13]1[CH:18]=[CH:17][C:16]([C:19](=[O:28])[NH:20][C:21]3[N:22]=[N:23][C:24](Cl)=[CH:25][CH:26]=3)=[CH:15][CH:14]=1)[O:8][CH2:7][CH2:6][CH:5]2[C:29]([O:31][CH2:32][CH3:33])=[O:30].[Cl:34][C:35]1[CH:40]=[C:39]([C:41]([F:44])([F:43])[F:42])[CH:38]=[CH:37][C:36]=1B(O)O.C(=O)([O-])[O-].[Na+].[Na+]>C1(C)C=CC=CC=1.C1C=CC([P]([Pd]([P](C2C=CC=CC=2)(C2C=CC=CC=2)C2C=CC=CC=2)([P](C2C=CC=CC=2)(C2C=CC=CC=2)C2C=CC=CC=2)[P](C2C=CC=CC=2)(C2C=CC=CC=2)C2C=CC=CC=2)(C2C=CC=CC=2)C2C=CC=CC=2)=CC=1>[Cl:1][C:2]1[CH:3]=[C:4]2[C:9](=[CH:10][C:11]=1[O:12][C:13]1[CH:14]=[CH:15][C:16]([C:19](=[O:28])[NH:20][C:21]3[N:22]=[N:23][C:24]([C:36]4[CH:37]=[CH:38][C:39]([C:41]([F:44])([F:43])[F:42])=[CH:40][C:35]=4[Cl:34])=[CH:25][CH:26]=3)=[CH:17][CH:18]=1)[O:8][CH2:7][CH2:6][CH:5]2[C:29]([O:31][CH2:32][CH3:33])=[O:30] |f:2.3.4,^1:64,66,85,104|. Reported procedure: A solution of ethyl 6-chloro-7-(4-(6-chloropyridazin-3-ylcarbamoyl)phenoxy)chroman-4-carboxylate (0.131 g, 0.268 mmol), 2-chloro-4-(trifluoromethyl)phenylboronic acid (0.0903 g, 0.402 mmol), and 20% aqueous sodium carbonate (0.426 ml, 0.805 mmol) in toluene (2 ml) was degassed with argon, then tetrakis(triphenylphosphine)palladium (0.0155 g, 0.0134 mmol) was added and the reaction was heated to 110° C. for 16 hours. The reaction mixture was loaded directly onto silica gel and purified eluting wi...